This data is from the Open Reaction Database (ORD), a public repository of structured organic reaction records. The task is: describe an organic reaction: reactants, conditions, products, and yield Starting materials: CCOC(OCC)C(C)N, O=Cc1csc2ccc(Cl)nc12. Product: CCOC(OCC)C(C)NCc1csc2ccc(Cl)nc12. Reaction SMILES: [CH2:1]([CH3:2])[O:3][CH:4]([CH:5]([CH3:6])[NH2:7])[O:8][CH2:9][CH3:10].[Cl:11][c:12]1[cH:13][cH:14][c:15]2[c:16]([n:17]1)[c:18]([CH:21]=[O:22])[cH:19][s:20]2>>[CH2:1]([CH3:2])[O:3][CH:4]([CH:5]([CH3:6])[NH:7][CH2:21][c:18]1[c:16]2[c:15]([cH:14][cH:13][c:12]([Cl:11])[n:17]2)[s:20][cH:19]1)[O:8][CH2:9][CH3:10]. Reactants: ClC=1C(=NC=NC1C)NCCOC1=C(C=C(C=C1)CCOCC)C (5-chloro-4-{2-[4-(2-ethoxyethyl)-2-methylphenoxy]ethylamino}-6-methylpyrimidine), Cl (hydrochloric acid). The solvent is O (water). Reaction conditions: time 30 minute. The product is Cl.ClC=1C(=NC=NC1C)NCCOC1=C(C=C(C=C1)CCOCC)C (5-chloro-4-{2-[4-(2-ethoxyethyl)-2-methylphenoxy]ethylamino}-6-methylpyrimidine hydrochloride). The yield is 188.4%. Reaction SMILES: [Cl:1][C:2]1[C:3]([NH:9][CH2:10][CH2:11][O:12][C:13]2[CH:18]=[CH:17][C:16]([CH2:19][CH2:20][O:21][CH2:22][CH3:23])=[CH:15][C:14]=2[CH3:24])=[N:4][CH:5]=[N:6][C:7]=1[CH3:8].Cl>O>[ClH:1].[Cl:1][C:2]1[C:3]([NH:9][CH2:10][CH2:11][O:12][C:13]2[CH:18]=[CH:17][C:16]([CH2:19][CH2:20][O:21][CH2:22][CH3:23])=[CH:15][C:14]=2[CH3:24])=[N:4][CH:5]=[N:6][C:7]=1[CH3:8] |f:3.4|. Procedure details: 5.0 g of 5-chloro-4-{2-[4-(2-ethoxyethyl)-2-methylphenoxy]ethylamino}-6-methylpyrimidine (powder) were suspended in 10 ml of water, and 5 ml of concentrated aqueous hydrochloric acid were added dropwise thereto. After this addition, the mixture was stirred for 30 minutes, and cooled to separate the crystals. These crystals were collected by filtration and washed with cold water and toluene, in that order, to give 5.2 g of the title compound as colorless needles melting at 123°-124° C. Reactants: C(C)(C)(C)C1=NN=C(S1)N1C(N(CCC1O)C)=O (Tetrahydro-1-(5-t-butyl-1,3,4-thiadiazol-2-yl)-3-methyl-6-hydroxy-2 (1H)-pyrimidinone), C(C)(=O)OC(C)=O (acetic anhydride), C=1(C(=CC=CC1)S(=O)(=O)O)C (toluenesulfonic acid). The solvent is C1=CC=CC=C1 (benzene). Reaction conditions: time 2 hour. The product is C(C)(C)(C)C1=NN=C(S1)N1C(N(CCC1OC(C)=O)C)=O (tetrahydro-1-(5-t-butyl-1,3,4-thiadiazol-2-yl)-3-methyl-6-acetyloxy-2(1H) -pyrimidinone). As a reaction SMILES: [C:1]([C:5]1[S:9][C:8]([N:10]2[CH:15]([OH:16])[CH2:14][CH2:13][N:12]([CH3:17])[C:11]2=[O:18])=[N:7][N:6]=1)([CH3:4])([CH3:3])[CH3:2].[C:19](OC(=O)C)(=[O:21])[CH3:20].C1(C)C(S(O)(=O)=O)=CC=CC=1>C1C=CC=CC=1>[C:1]([C:5]1[S:9][C:8]([N:10]2[CH:15]([O:16][C:19](=[O:21])[CH3:20])[CH2:14][CH2:13][N:12]([CH3:17])[C:11]2=[O:18])=[N:7][N:6]=1)([CH3:4])([CH3:2])[CH3:3]. Procedure: Tetrahydro-1-(5-t-butyl-1,3,4-thiadiazol-2-yl)-3-methyl-6-hydroxy-2 (1H)-pyrimidinone (0.1 mole), acetic anhydride (0.11 mole), toluenesulfonic acid (0.05 gram) and benzene (100 ml) are charged into a glass reaction vessel equipped with a mechanical stirrer and thermometer. The reaction mixture is heated on a steam bath with stirring for a period of about 2 hours. After this time the reaction mixture is cooled to room temperature and is stripped of solvent under reduced pressure leaving a residu... Starting materials: C(C1=CC=CC=C1)(=O)Cl (Benzoyl chloride), OC1[C@H](O)[C@@H](O)[C@H](O[C@H]2[C@H](O)[C@@H](O)[C@@H](O)[C@H](O2)CO)[C@H](O1)CO (Lactose), ice water, C(Cl)Cl (DCM). Reagents/catalysts: CN(C)C=1C=CN=CC1 (DMAP). The solvent is N1=CC=CC=C1 (pyridine). Conditions: time 8 hour. Yields the product C(C1=CC=CC=C1)(=O)O[C@H]1[C@@H](O[C@@H]([C@@H]([C@@H]1OC(C1=CC=CC=C1)=O)OC(C1=CC=CC=C1)=O)COC(C1=CC=CC=C1)=O)O[C@H]1[C@@H]([C@H](C(OC(C2=CC=CC=C2)=O)O[C@@H]1COC(C1=CC=CC=C1)=O)OC(C1=CC=CC=C1)=O)OC(C1=CC=CC=C1)=O (2,3,4,6-Tetra-O-benzoyl-β-D-galactopyranosyl-(1→4)-1,2,3,6-tetra-O-benzoyl-D-glucopyranose). Reaction SMILES: [OH:1][CH:2]1[O:21][C@H:20]([CH2:22][OH:23])[C@@H:7]([O:8][C@@H:9]2[O:17][C@H:16]([CH2:18][OH:19])[C@H:14]([OH:15])[C@H:12]([OH:13])[C@H:10]2[OH:11])[C@H:5]([OH:6])[C@H:3]1[OH:4].[C:24](Cl)(=[O:31])[C:25]1[CH:30]=[CH:29][CH:28]=[CH:27][CH:26]=1.C(Cl)Cl>N1C=CC=CC=1.CN(C1C=CN=CC=1)C>[C:24]([O:11][C@@H:10]1[C@@H:12]([O:13][C:24](=[O:31])[C:25]2[CH:30]=[CH:29][CH:28]=[CH:27][CH:26]=2)[C@@H:14]([O:15][C:24](=[O:31])[C:25]2[CH:30]=[CH:29][CH:28]=[CH:27][CH:26]=2)[C@@H:16]([CH2:18][O:19][C:24](=[O:31])[C:25]2[CH:30]=[CH:29][CH:28]=[CH:27][CH:26]=2)[O:17][C@H:9]1[O:8][C@@H:7]1[C@@H:20]([CH2:22][O:23][C:24](=[O:31])[C:25]2[CH:30]=[CH:29][CH:28]=[CH:27][CH:26]=2)[O:21][CH:2]([O:1][C:24](=[O:31])[C:25]2[CH:30]=[CH:29][CH:28]=[CH:27][CH:26]=2)[C@H:3]([O:4][C:24](=[O:31])[C:25]2[CH:30]=[CH:29][CH:28]=[CH:27][CH:26]=2)[C@H:5]1[O:6][C:24](=[O:31])[C:25]1[CH:30]=[CH:29][CH:28]=[CH:27][CH:26]=1)(=[O:31])[C:25]1[CH:30]=[CH:29][CH:28]=[CH:27][CH:26]=1. Procedure details: Lactose (1.0 g, 2.92 mmol) was dissolved in dry pyridine (20 mL) at 0° C. DMAP (cat.) was added. Benzoyl chloride (2.5 equiv., 58 mmol, 6.8 mL) was added dropwise and the solution stirred at room temperature overnight. The solution was poured onto a mixture of ice-water and DCM. The organic layer was washed with NaHCO3(sat.) (×7), brine, H2SO4 (5%) (×2), followed by brine. The solution was dried (Na2SO4) and the solvent evaporated. The product was passed through a short silica plug to remove the... Reactants: C=CCC1(C)CC(C(=O)O)N(C(=O)OC(C)(C)C)C1, CO. Yields the product CCCC1(C)CC(C(=O)O)N(C(=O)OC(C)(C)C)C1. Reaction SMILES: [C:1]([CH3:2])([CH3:3])([CH3:4])[O:5][C:6](=[O:7])[N:8]1[CH:9]([C:10](=[O:11])[OH:12])[CH2:13][C:14]([CH3:16])([CH2:17][CH:18]=[CH2:19])[CH2:15]1.[CH3:20][OH:21]>>[C:1]([CH3:2])([CH3:3])([CH3:4])[O:5][C:6](=[O:7])[N:8]1[CH:9]([C:10](=[O:11])[OH:12])[CH2:13][C:14]([CH3:16])([CH2:17][CH2:18][CH3:19])[CH2:15]1. Reaction conditions: time 30 minute. The yield is 73.0%. Product: N#N.O.S(=O)(=O)(C1=CC=CC=2C(N(C)C)=CC=CC12)N[C@@H](CCCNC(N)=N)C(=O)NCCCC (N2 dansyl-N-(n-butyl)-L-argininamide monohydrate). Starting materials: [N+](=O)([O-])N([C@@H](CCCNC(N)=N)C(=O)NCCCC)S(=O)(=O)C1=CC=CC=2C(N(C)C)=CC=CC12 (nitro-N2 -dansyl-N-(n-butyl)-L-argininamide). Reported procedure: A 1.0 gram amount of NG -nitro-N2 -dansyl-N-(n-butyl)-L-argininamide, which was prepared in the same manner as described in Example 26, was dissolved in a mixture of 1 ml of anisole and 2 ml of hydrogen fluoride, and the mixture was stirred for 30 minutes in an ice-bath. The hydrogen fluoride was evaporated in vacuo to afford an oily product, which was washed well with 100 ml of dry ethyl ether to remove the hydrogen fluoride. The thus obtained powdery product was neutralized with a solution of ... As a reaction SMILES: [N+:1]([N:4]([S:20]([C:23]1[C:35]2[CH:34]=[CH:33][CH:32]=[C:28]([N:29]([CH3:31])[CH3:30])[C:27]=2[CH:26]=[CH:25][CH:24]=1)(=[O:22])=[O:21])[C@H:5]([C:13]([NH:15][CH2:16][CH2:17][CH2:18][CH3:19])=[O:14])[CH2:6][CH2:7][CH2:8][NH:9][C:10](=[NH:12])[NH2:11])([O-])=[O:2]>C1(OC)C=CC=CC=1.F>[N:1]#[N:4].[OH2:2].[S:20]([NH:4][C@H:5]([C:13]([NH:15][CH2:16][CH2:17][CH2:18][CH3:19])=[O:14])[CH2:6][CH2:7][CH2:8][NH:9][C:10](=[NH:11])[NH2:12])([C:23]1[C:35]2[CH:34]=[CH:33][CH:32]=[C:28]([N:29]([CH3:30])[CH3:31])[C:27]=2[CH:26]=[CH:25][CH:24]=1)(=[O:21])=[O:22] |f:3.4.5|. Run in C1(=CC=CC=C1)OC (anisole), F (hydrogen fluoride).